Dataset: the Open Reaction Database (ORD), a public repository of structured organic reaction records. Task: describe an organic reaction: reactants, conditions, products, and yield Reactants: C(C1=CC=CC=C1)C=1C=NC2=C(C=CC=C2C1C=1C=C(C=CC1)N)C(F)(F)F ({3-[3-benzyl-8-(trifluoromethyl)quinolin-4-yl]phenyl}amine), O=C1SC(C(N1)=O)=CC1=CC=C(C=O)C=C1 (4-(2,4-dioxo-thiazolidin-5-ylidenemethyl)-benzaldehyde). The product is C(C1=CC=CC=C1)C=1C=NC2=C(C=CC=C2C1C=1C=C(C=CC1)NCC1=CC=C(\C=C/2\C(NC(S2)=O)=O)C=C1)C(F)(F)F ((5Z)-5-{4-[({3-[3-BENZYL-8-(TRIFLUOROMETHYL)QUINOLIN-4-YL]PHENYL}AMINO)METHYL]BENZYLIDENE}-1,3-THIAZOLIDINE-2,4-DIONE). RXN SMILES: [CH2:1]([C:8]1[CH:9]=[N:10][C:11]2[C:16]([C:17]=1[C:18]1[CH:19]=[C:20]([NH2:24])[CH:21]=[CH:22][CH:23]=1)=[CH:15][CH:14]=[CH:13][C:12]=2[C:25]([F:28])([F:27])[F:26])[C:2]1[CH:7]=[CH:6][CH:5]=[CH:4][CH:3]=1.[O:29]=[C:30]1[NH:34][C:33](=[O:35])[C:32](=[CH:36][C:37]2[CH:44]=[CH:43][C:40]([CH:41]=O)=[CH:39][CH:38]=2)[S:31]1>>[CH2:1]([C:8]1[CH:9]=[N:10][C:11]2[C:16]([C:17]=1[C:18]1[CH:19]=[C:20]([NH:24][CH2:41][C:40]3[CH:39]=[CH:38][C:37](/[CH:36]=[C:32]4/[C:33](=[O:35])[NH:34][C:30](=[O:29])[S:31]/4)=[CH:44][CH:43]=3)[CH:21]=[CH:22][CH:23]=1)=[CH:15][CH:14]=[CH:13][C:12]=2[C:25]([F:28])([F:26])[F:27])[C:2]1[CH:3]=[CH:4][CH:5]=[CH:6][CH:7]=1. Reported procedure: The title compound was prepared from {3-[3-benzyl-8-(trifluoromethyl)quinolin-4-yl]phenyl}amine and 4-(2,4-dioxo-thiazolidin-5-ylidenemethyl)-benzaldehyde according to the procedure of Example 66. MS (ES) m/z 594.1. Starting materials: C(C)(C)(C)C1=C(C=CC(=C1)C(C)(C)C)O (2,4-di-tert-butylphenol), CC=1C=C(C=O)C=CC1C (3,4-di-methylbenzaldehyde), aqueous solution, CNC (dimethylamine). Run in O (water). Reaction conditions: temperature 140 celsius. Yields the product C(C)(C)(C)C1=C(C(=CC(=C1)C(C)(C)C)C(C1=CC(=C(C=C1)C)C)N(C)C)O (2,4-di-tert-butyl-6-[dimethylamino-(3,4-dimethyl-phenyl)-methyl]-phenol). The yield is 59.0%. Reaction SMILES: [C:1]([C:5]1[CH:10]=[C:9]([C:11]([CH3:14])([CH3:13])[CH3:12])[CH:8]=[CH:7][C:6]=1[OH:15])([CH3:4])([CH3:3])[CH3:2].[CH3:16][C:17]1[CH:18]=[C:19]([CH:22]=[CH:23][C:24]=1[CH3:25])[CH:20]=O.[CH3:26][NH:27][CH3:28]>O>[C:1]([C:5]1[CH:10]=[C:9]([C:11]([CH3:14])([CH3:13])[CH3:12])[CH:8]=[C:7]([CH:20]([N:27]([CH3:28])[CH3:26])[C:19]2[CH:22]=[CH:23][C:24]([CH3:25])=[C:17]([CH3:16])[CH:18]=2)[C:6]=1[OH:15])([CH3:4])([CH3:3])[CH3:2]. Procedure details: A mixture of 26.82 g (0.13 mol) of 2,4-di-tert-butylphenol, 17.44 g (0.13 mol) of 3,4-di-methylbenzaldehyde and 22.0 g (0.20 mol) of a 40% aqueous solution of dimethylamine is heated in a closed vessel at 140° C. for 10 hours, the internal pressure rising to 4 bar. After cooling to room temperature, the reaction mixture is poured into 100 ml of water and extracted twice using ethyl acetate. The organic phases are combined, dried over sodium sulfate and concentrated using a vacuum rotary evaporat... The reactants are OCC1CCC2N(CCN(C2)C2=C(C=C(C=C2)F)C#N)C1 ((7RS,9aSR)-7-hydroxymethyl-2-(2-cyano-4-fluorophenyl)-2,3,4,6,7,8,9,9a-octahydro-1H-pyrido[1,2-a]pyrazine), C1(=CC=CC=C1)P(C1=CC=CC=C1)C1=CC=CC=C1 (triphenylphosphine), FC1=CC=C(C=C1)O (4-fluorophenol), N(=NC(=O)OCC)C(=O)OCC (diethyl azodicarboxylate). The solvent is C1CCOC1 (THF), CCOCC (ether), Cl (HCl). Run at time 24 hour. Product: FC1=CC=C(OCC2CCC3N(CCN(C3)C3=C(C=C(C=C3)F)C#N)C2)C=C1 ((7RS,9aSR)-7-(4-Fluorophenoxy)methyl-2-(2-cyano-4-fluorophenyl)-2,3,4,6,7,8,9,9a-octahydro-1H-pyrido[1,2-a]pyrazine). Isolated yield 30.4%. Reaction SMILES: [OH:1][CH2:2][CH:3]1[CH2:21][N:7]2[CH2:8][CH2:9][N:10]([C:12]3[CH:17]=[CH:16][C:15]([F:18])=[CH:14][C:13]=3[C:19]#[N:20])[CH2:11][CH:6]2[CH2:5][CH2:4]1.C1(P(C2C=CC=CC=2)C2C=CC=CC=2)C=CC=CC=1.[F:41][C:42]1[CH:47]=[CH:46][C:45](O)=[CH:44][CH:43]=1.N(C(OCC)=O)=NC(OCC)=O>C1COCC1.CCOCC.Cl>[F:41][C:42]1[CH:47]=[CH:46][C:45]([O:1][CH2:2][CH:3]2[CH2:21][N:7]3[CH2:8][CH2:9][N:10]([C:12]4[CH:17]=[CH:16][C:15]([F:18])=[CH:14][C:13]=4[C:19]#[N:20])[CH2:11][CH:6]3[CH2:5][CH2:4]2)=[CH:44][CH:43]=1. Reported procedure: A solution of 0.51 g (1.8 mmol) of (7RS,9aSR)-7-hydroxymethyl-2-(2-cyano-4-fluorophenyl)-2,3,4,6,7,8,9,9a-octahydro-1H-pyrido[1,2-a]pyrazine, 0.555 g (2.12 mmol) of triphenylphosphine, and 0.296 g (2.64 mmol) of 4-fluorophenol in 8 mL of dry THF was treated with 0.368 g (2.12 mmol) of diethyl azodicarboxylate and stirred at ambient temperature for 24 h. The mixture was diluted with ether, and 1M HCl was added until a gummy residue formed. The layers were separated and the aqueous layer was washe... The reactants are C[Al](C)C (trimethylaluminum), IC1=CC=C(N)C=C1 (4-iodoaniline), FC1=CC=C(C=C1)N1N=C(CC1(C(=O)OC)C)C(=O)OC (Dimethyl 1-(4-fluorophenyl)-4,5-dihydro-5-methyl-1H-pyrazole-3,5-dicarboxylate). Run in ClCCl (dichloromethane), ClCCl (dichloromethane). Run at time 16 hour. Yields the product FC1=CC=C(C=C1)N1N=C(CC1(C(=O)OC)C)C(=O)NC1=CC=C(C=C1)I (Methyl 1-(4-fluorophenyl)-4,5-dihydro-3-[(4-iodophenyl)aminocarbonyl]-5-methyl-1H-pyrazole-5-carboxylate). Isolated yield 89.3%. As a reaction SMILES: [F:1][C:2]1[CH:7]=[CH:6][C:5]([N:8]2[C:12]([CH3:17])([C:13]([O:15][CH3:16])=[O:14])[CH2:11][C:10]([C:18]([O:20]C)=O)=[N:9]2)=[CH:4][CH:3]=1.C[Al](C)C.[I:26][C:27]1[CH:33]=[CH:32][C:30]([NH2:31])=[CH:29][CH:28]=1>ClCCl>[F:1][C:2]1[CH:3]=[CH:4][C:5]([N:8]2[C:12]([CH3:17])([C:13]([O:15][CH3:16])=[O:14])[CH2:11][C:10]([C:18]([NH:31][C:30]3[CH:32]=[CH:33][C:27]([I:26])=[CH:28][CH:29]=3)=[O:20])=[N:9]2)=[CH:6][CH:7]=1. Reported procedure: The compound of Example 11 (0.5 g) was dissolved in dichloromethane (5 ml) and added to a mixture of trimethylaluminum (2M in toluene, 1.68 ml) and 4-iodoaniline (0.7 g) in dichloromethane (10 ml). The mixture was stirred at room temperature for 16 hours and partitioned between 1N HCl (100 ml) and dichloromethane (100 ml). The organic layer was dried and evaporated to leave a solid. Recrystallization from ether/hexanes gave the title compound (0.73 g): m.p.: 84°-85° C. NMR (CDCl3) 8.4 (br, NH), ... Starting materials: C(C)(C)(C)OC(N(C1=CC=NC=C1)CCOC1=CC(=CC(=C1)Cl)C(N(C(C)C)CCC1=NC(=NO1)N)=O)=O ([2-(3-{[2-(3-amino[1,2,4]oxadiazol-5-yl)-ethyl]-isopropyl-carbamoyl}-5-chloro-phenoxy)-ethyl]-pyridin-4-yl-carbamic acid tert-butyl ester), FC(C(=O)O)(F)F (trifluoroacetic acid). Run in ClCCl (dichloromethane). Product: FC(C(=O)O)(F)F.NC1=NOC(=N1)CCN(C(C1=CC(=CC(=C1)OCCNC1=CC=NC=C1)Cl)=O)C(C)C (N-[2-(3-Amino-[1,2,4]oxadiazol-5-yl)-ethyl]-3-chloro-N-isopropyl-5-[2-(pyridin-4-ylamino)-ethoxy]-benzamide trifluoroacetate). Reaction SMILES: C(OC(=O)[N:7]([CH2:14][CH2:15][O:16][C:17]1[CH:22]=[C:21]([Cl:23])[CH:20]=[C:19]([C:24](=[O:37])[N:25]([CH2:29][CH2:30][C:31]2[O:35][N:34]=[C:33]([NH2:36])[N:32]=2)[CH:26]([CH3:28])[CH3:27])[CH:18]=1)[C:8]1[CH:13]=[CH:12][N:11]=[CH:10][CH:9]=1)(C)(C)C.[F:39][C:40]([F:45])([F:44])[C:41]([OH:43])=[O:42]>ClCCl>[F:39][C:40]([F:45])([F:44])[C:41]([OH:43])=[O:42].[NH2:36][C:33]1[N:32]=[C:31]([CH2:30][CH2:29][N:25]([CH:26]([CH3:28])[CH3:27])[C:24](=[O:37])[C:19]2[CH:18]=[C:17]([O:16][CH2:15][CH2:14][NH:7][C:8]3[CH:13]=[CH:12][N:11]=[CH:10][CH:9]=3)[CH:22]=[C:21]([Cl:23])[CH:20]=2)[O:35][N:34]=1 |f:3.4|. Procedure: A solution of [2-(3-{[2-(3-amino[1,2,4]oxadiazol-5-yl)-ethyl]-isopropyl-carbamoyl}-5-chloro-phenoxy)-ethyl]-pyridin-4-yl-carbamic acid tert-butyl ester (0.064 g) in dichloromethane (1 ml) and trifluoroacetic acid (1 ml) was stored at room temperature for 5 h and then concentrated under reduced pressure. The residue was subjected to preparative hplc to give the title compound as a pale yellow foam (0.043 g).